From a dataset of the Open Reaction Database (ORD), a public repository of structured organic reaction records. describe an organic reaction: reactants, conditions, products, and yield Starting materials: CS(=O)(=O)Cl, CN(C)C=O, CCN(C(C)C)C(C)C, CC(C)c1nc2c(C(=O)NCC3CCN(CC4CCNCC4)CC3)cccc2[nH]1. Product: CC(C)c1nc2c(C(=O)NCC3CCN(CC4CCN(S(C)(=O)=O)CC4)CC3)cccc2[nH]1. Reaction SMILES: [CH3:39][S:40]([Cl:41])(=[O:42])=[O:43].[CH3:44][N:45]([CH3:46])[CH:47]=[O:48].[CH:30]([N:31]([CH2:32][CH3:33])[CH:34]([CH3:35])[CH3:36])([CH3:37])[CH3:38].[NH:1]1[CH2:2][CH2:3][CH:4]([CH2:7][N:8]2[CH2:9][CH2:10][CH:11]([CH2:14][NH:15][C:16](=[O:17])[c:18]3[cH:19][cH:20][cH:21][c:22]4[nH:23][c:24]([CH:27]([CH3:28])[CH3:29])[n:25][c:26]34)[CH2:12][CH2:13]2)[CH2:5][CH2:6]1>>[N:1]1([S:40]([CH3:39])(=[O:42])=[O:43])[CH2:2][CH2:3][CH:4]([CH2:7][N:8]2[CH2:9][CH2:10][CH:11]([CH2:14][NH:15][C:16](=[O:17])[c:18]3[cH:19][cH:20][cH:21][c:22]4[nH:23][c:24]([CH:27]([CH3:28])[CH3:29])[n:25][c:26]34)[CH2:12][CH2:13]2)[CH2:5][CH2:6]1. Starting materials: Clc1nc(N2CCOCC2)c2nc(CBr)ccc2n1, NC1CCOCC1. Product: Clc1nc(N2CCOCC2)c2nc(CNC3CCOCC3)ccc2n1. RXN SMILES: [Br:1][CH2:2][c:3]1[cH:4][cH:5][c:6]2[n:7][c:8]([Cl:19])[n:9][c:10]([N:13]3[CH2:14][CH2:15][O:16][CH2:17][CH2:18]3)[c:11]2[n:12]1.[O:20]1[CH2:21][CH2:22][CH:23]([NH2:26])[CH2:24][CH2:25]1>>[CH2:2]([c:3]1[cH:4][cH:5][c:6]2[n:7][c:8]([Cl:19])[n:9][c:10]([N:13]3[CH2:14][CH2:15][O:16][CH2:17][CH2:18]3)[c:11]2[n:12]1)[NH:26][CH:23]1[CH2:22][CH2:21][O:20][CH2:25][CH2:24]1. The reactants are C(C)C1=C(C=CC=C1)C1=C(C=C(C=C1)C(=O)O)COC (2′-Ethyl-2-(methoxymethyl)-1,1′-biphenyl-4-carboxylic acid), NC(C=1C=CC(=C(CN(CCC(=O)OC(C)(C)C)C)C1)F)=NO (tert-butyl N-{5-[amino(hydroxyimino)methyl]-2-fluorobenzyl}-N-methyl-beta-alaninate). Product: C(C)C1=C(C=CC=C1)C1=C(C=C(C=C1)C1=NC(=NO1)C=1C=CC(=C(CN(CCC(=O)OC(C)(C)C)C)C1)F)COC (tert-butyl N-(5-{5-[2′-ethyl-2-(methoxymethyl)biphenyl-4-yl]-1,2,4-oxadiazol-3-yl}-2-fluorobenzyl)-N-methyl-beta-alaninate). Reaction SMILES: [CH2:1]([C:3]1[CH:8]=[CH:7][CH:6]=[CH:5][C:4]=1[C:9]1[CH:14]=[CH:13][C:12]([C:15](O)=O)=[CH:11][C:10]=1[CH2:18][O:19][CH3:20])[CH3:2].[NH2:21][C:22](=[N:42][OH:43])[C:23]1[CH:24]=[CH:25][C:26]([F:41])=[C:27]([CH:40]=1)[CH2:28][N:29]([CH3:39])[CH2:30][CH2:31][C:32]([O:34][C:35]([CH3:38])([CH3:37])[CH3:36])=[O:33]>>[CH2:1]([C:3]1[CH:8]=[CH:7][CH:6]=[CH:5][C:4]=1[C:9]1[CH:14]=[CH:13][C:12]([C:15]2[O:43][N:42]=[C:22]([C:23]3[CH:24]=[CH:25][C:26]([F:41])=[C:27]([CH:40]=3)[CH2:28][N:29]([CH3:39])[CH2:30][CH2:31][C:32]([O:34][C:35]([CH3:38])([CH3:37])[CH3:36])=[O:33])[N:21]=2)=[CH:11][C:10]=1[CH2:18][O:19][CH3:20])[CH3:2]. Reported procedure: The title compound was prepared following procedure described for example 141, step 1, but starting from Intermediate 36 (162.20 mg; 0.60 mmol) and Intermediate 63 (185.47 mg; 0.57 mmol), the crude mixture was purified by flash chromatography (c-hex/(DCM/EtOAc 1:1) gradient from 1:0 to 1:1) to afford the title compound as a colorless oil. 1H NMR (CDCl3) δ 8.42 (d, J=1.4 Hz, 1H), 8.23 (dd, J=7.1, 1.4 Hz, 1H), 8.17 (dd, J=7.9, 1.8 Hz, 1H), 8.12-8.08 (m, 1H), 7.41-7.10 (m, 6H), 4.27-4.17 (m, 2H), 3... The reactants are [N+](=O)(O)[O-].O (nitric acid water), [N+](=O)([O-])[O-].[NH4+] (ammonium nitrate), [N+](=O)(O)[O-] (nitric acid), [N+](=O)([O-])[O-].[NH4+] (ammonium nitrate). The solvent is O (water). Product: [N+](=O)([O-])[O-].[NH4+].[N+](=O)(O)[O-].O (ammonium nitrate nitric acid water). RXN SMILES: [N+:1]([O-:4])([O-:3])=[O:2].[NH4+].[N+:6]([O-])(O)=[O:7].[N+:10]([O-:13])([OH:12])=[O:11].O>O>[N+:1]([O-:4])([O-:3])=[O:2].[NH4+:6].[N+:10]([O-:13])([OH:12])=[O:11].[OH2:7] |f:0.1,3.4,6.7.8.9|. Procedure details: The ANNA liquid oxidizers are prepared by mixing the desired amounts of ammonium nitrate, nitric acid, and water together at ambient temperature until the solid ammonium nitrate has totally dissolved into the nitric acid-water (HNO3 --H2O) solution to form the desired ammonium nitrate-nitric acid-water (NH4NO3 --HNO3 --H2O) solution. Conditions: temperature 70 celsius. The product is C(C1=CC=CC=C1)OC1=C2C=CN(C2=CC=C1C(=O)OC)C (methyl 4-(benzyloxy)-1-methyl-1H-indole-5-carboxylate). Procedure details: To a solution of methyl 4-hydroxy-1-methyl-1H-indole-5-carboxylate (7.70 g, 37.52 mmol), prepared according to the literature (Bioorg. Med. Chem. 2005, 13, 1497-1505), in CH3CN (150 mL) was added K2CO3 (8.80 g, 63.67 mmol), NaI (200 mg, cat.) and BnBr (6.70 mL, 56.41 mmol). The mixture was heated at 70° C. overnight. The solids were filtered off and the mother liquor was concentrated. The residue was purified by column chromatography using EtOAc/hexanes (gradient 10-30%) to afford methyl 4-(benz... The reagents and catalysts are [Na+].[I-] (NaI). As a reaction SMILES: [OH:1][C:2]1[C:10]([C:11]([O:13][CH3:14])=[O:12])=[CH:9][CH:8]=[C:7]2[C:3]=1[CH:4]=[CH:5][N:6]2[CH3:15].C([O-])([O-])=O.[K+].[K+].[CH:22]1[CH:27]=[CH:26][C:25]([CH2:28]Br)=[CH:24][CH:23]=1>CC#N.[Na+].[I-]>[CH2:28]([O:1][C:2]1[C:10]([C:11]([O:13][CH3:14])=[O:12])=[CH:9][CH:8]=[C:7]2[C:3]=1[CH:4]=[CH:5][N:6]2[CH3:15])[C:25]1[CH:26]=[CH:27][CH:22]=[CH:23][CH:24]=1 |f:1.2.3,6.7|. Solvent: CC#N (CH3CN). Isolated yield 64.1%. The reactants are C(=O)([O-])[O-].[K+].[K+] (K2CO3), C1=CC=C(C=C1)CBr (BnBr), OC1=C2C=CN(C2=CC=C1C(=O)OC)C (methyl 4-hydroxy-1-methyl-1H-indole-5-carboxylate). Reactants: FC=1C=C(C=CC1F)NC1=NN=C(O1)C(=O)NC=1C=CC(=NC1)N1CCC(CC1)CC(=O)OC (Methyl (1-{5-[({5-[(3,4-difluorophenyl)amino]-1,3,4-oxadiazol-2-yl}carbonyl)amino]pyridin-2-yl}piperidin-4-yl)acetate), solution, [OH-].[Na+] (NaOH). Solvent: CO (MeOH), CS(=O)C.CC#N.O (DMSO MeCN water). Run at time 8 hour. The product is FC=1C=C(C=CC1F)NC1=NN=C(O1)C(=O)NC=1C=CC(=NC1)N1CCC(CC1)CC(=O)O ((1-{5-[({5-[(3,4-Difluorophenyl)amino]-1,3,4-oxadiazol-2-yl}carbonyl)amino]pyridin-2-yl}piperidin-4-yl)acetic acid). RXN SMILES: [F:1][C:2]1[CH:3]=[C:4]([NH:9][C:10]2[O:14][C:13]([C:15]([NH:17][C:18]3[CH:19]=[CH:20][C:21]([N:24]4[CH2:29][CH2:28][CH:27]([CH2:30][C:31]([O:33]C)=[O:32])[CH2:26][CH2:25]4)=[N:22][CH:23]=3)=[O:16])=[N:12][N:11]=2)[CH:5]=[CH:6][C:7]=1[F:8].[OH-].[Na+]>CO.CS(C)=O.CC#N.O>[F:1][C:2]1[CH:3]=[C:4]([NH:9][C:10]2[O:14][C:13]([C:15]([NH:17][C:18]3[CH:19]=[CH:20][C:21]([N:24]4[CH2:25][CH2:26][CH:27]([CH2:30][C:31]([OH:33])=[O:32])[CH2:28][CH2:29]4)=[N:22][CH:23]=3)=[O:16])=[N:12][N:11]=2)[CH:5]=[CH:6][C:7]=1[F:8] |f:1.2,4.5.6|. Procedure: To a solution of methyl (1-{5-[({5-[(3,4-difluorophenyl)amino]-1,3,4-oxadiazol-2-yl}carbonyl)amino]pyridin-2-yl}piperidin-4-yl)acetate (Example 619, 189 mg, 0.40 mmol) in MeOH (10 mL) was added a 2M solution of NaOH (1 mL). The resulting yellow solution was allowed to stir at ambient temperature overnight. The volatile organics were removed by evaporation and residue adjusted to pH ˜1 with 2M HCl and the suspension was filtered and dried to leave a solid which was dissolved in DMSO/MeCN/water(7:... The reactants are ClC=1C=C(C=CC1C=C[N+](=O)[O-])O (3-Chloro-4-(2-nitro-vinyl)-phenol), [H-].[Al+3].[Li+].[H-].[H-].[H-] (lithium aluminum hydride), CCOCC (ether), [Cl-].[Cl-].[Cl-].[Al+3] (aluminum trichloride), Cl (HCl). The solvent is O (water), C1CCOC1 (THF), C1CCOC1 (THF). Run at time 8 hour. The product is NCCC1=C(C=C(C=C1)O)Cl (4-(2-Amino-ethyl)-3-chloro-phenol). The yield is 81.0%. As a reaction SMILES: [H-].[Al+3].[Li+].[H-].[H-].[H-].CCOCC.[Cl-].[Cl-].[Cl-].[Al+3].[Cl:16][C:17]1[CH:18]=[C:19]([OH:28])[CH:20]=[CH:21][C:22]=1[CH:23]=[CH:24][N+:25]([O-])=O.Cl>C1COCC1.O>[NH2:25][CH2:24][CH2:23][C:22]1[CH:21]=[CH:20][C:19]([OH:28])=[CH:18][C:17]=1[Cl:16] |f:0.1.2.3.4.5,7.8.9.10|. Reported procedure: To lithium aluminum hydride 1.0 M in ether (1.50 mL, 1.50 mmol) at 0° C. a solution of aluminum trichloride (201 mg, 1.51 mmol) in THF (2 mL) is added. After 5 min a solution of compound obtained in step 1 above (100 mg, 0.50 mmol) in THF (2 mL) is added and the reaction is allowed to stir at room temperature overnight. Add water and then 3 N HCl. Extract the aqueous layer with 3/1 n-butanol/toluene. The combined organic layers are dried over sodium sulfate and concentrated. SCX ion-exchange chr... RXN SMILES: [CH3:1][O:2][C:3](=[O:18])[C:4]1[CH:13]=[C:12]([O:14][CH:15]([CH3:17])[CH3:16])[CH:11]=[C:6]([C:7]([O:9]C)=[O:8])[CH:5]=1.[OH-].[Na+]>CO.O.C(OCC)C>[CH3:1][O:2][C:3](=[O:18])[C:4]1[CH:13]=[C:12]([O:14][CH:15]([CH3:16])[CH3:17])[CH:11]=[C:6]([C:7]([OH:9])=[O:8])[CH:5]=1 |f:1.2|. Solvent: CO (methanol), O (water), C(C)OCC (diethyl ether), CO (methanol), O (water). Procedure details: Stir 5-isopropoxy-isophthalic acid dimethyl ester (3.7 g, 14.7 mmol) and NaOH (0.56 g, 14 mmol) in methanol (100 mL) and water (2 mL) overnight at room temperature. Concentrate methanol and redissolve the residue in diethyl ether (100 mL) and water (100 mL). Separate the layers and wash with diethyl ether. Concentrate the diethyl ether layer and recover 5-isopropoxy-isophthalic acid dimethyl ester (0.45 g). Acidify the aqueous layer with 5 N HCl to about pH=2, extract with ethyl acetate (3×50 mL... Yield: 85.7%. Starting materials: COC(C1=CC(C(=O)OC)=CC(=C1)OC(C)C)=O (5-isopropoxy-isophthalic acid dimethyl ester), [OH-].[Na+] (NaOH). Yields the product COC(C1=CC(C(=O)O)=CC(=C1)OC(C)C)=O (5-Isopropoxy-isophthalic acid monomethyl ester). Reactants: ClC1=CC=C(C=C1)B(O)O (4-chlorophenylboronic acid), ClC1=NC=NC(=C1C)Cl (4,6-dichloro-5-methylpyrimidine), ClC1=NC=NC(=C1C)C1=CC=C(C=C1)C(F)(F)F (4-Chloro-5-methyl-6-[4-(trifluoromethyl)phenyl]pyrimidine). The product is ClC1=NC=NC(=C1C)C1=CC=C(C=C1)Cl (4-Chloro-6-(4-chlorophenyl)-5-methylpyrimidine). As a reaction SMILES: [Cl:1][C:2]1[CH:7]=[CH:6][C:5](B(O)O)=[CH:4][CH:3]=1.[Cl:11][C:12]1[C:17]([CH3:18])=[C:16](Cl)[N:15]=[CH:14][N:13]=1.ClC1C(C)=C(C2C=CC(C(F)(F)F)=CC=2)N=CN=1>>[Cl:11][C:12]1[C:17]([CH3:18])=[C:16]([C:5]2[CH:6]=[CH:7][C:2]([Cl:1])=[CH:3][CH:4]=2)[N:15]=[CH:14][N:13]=1. Procedure details: Prepared from 4-chlorophenylboronic acid and 4,6-dichloro-5-methylpyrimidine using the procedure described for Intermediate 62. Starting materials: O=C1NC2(CCNCC2)C(=O)N1Cc1ccc(Br)cc1, O=C([O-])[O-], Cl, [K+], [K+], CN(C)C=O, O, BrCCC(c1ccccc1)c1ccccc1. Yields the product O=C1NC2(CCN(CCC(c3ccccc3)c3ccccc3)CC2)C(=O)N1Cc1ccc(Br)cc1, Cl. As a reaction SMILES: [Br:2][c:3]1[cH:4][cH:5][c:6]([CH2:7][N:8]2[C:9](=[O:19])[NH:10][C:11]3([C:12]2=[O:13])[CH2:14][CH2:15][NH:16][CH2:17][CH2:18]3)[cH:20][cH:21]1.[C:38](=[O:39])([O-:40])[O-:41].[ClH:1].[K+:42].[K+:43].[O:45]=[CH:46][N:47]([CH3:48])[CH3:49].[OH2:44].[c:22]1([CH:28]([CH2:29][CH2:30][Br:31])[c:32]2[cH:33][cH:34][cH:35][cH:36][cH:37]2)[cH:23][cH:24][cH:25][cH:26][cH:27]1>>[Br:2][c:3]1[cH:4][cH:5][c:6]([CH2:7][N:8]2[C:9](=[O:19])[NH:10][C:11]3([C:12]2=[O:13])[CH2:14][CH2:15][N:16]([CH2:30][CH2:29][CH:28]([c:22]2[cH:23][cH:24][cH:25][cH:26][cH:27]2)[c:32]2[cH:33][cH:34][cH:35][cH:36][cH:37]2)[CH2:17][CH2:18]3)[cH:20][cH:21]1.[ClH:1].